From a dataset of the Open Reaction Database (ORD), a public repository of structured organic reaction records. describe an organic reaction: reactants, conditions, products, and yield The reactants are ClC1=CC=C(C=C1)N=C=S (4-chlorophenyl isothiocyanate), ice, CC1NCCNC1 (2-methylpiperazine). The solvent is ClCCl (dichloromethane), ClCCl (dichloromethane). Product: ClC1=CC=C(C=C1)NC(=S)N1CC(NCC1)C (N-(4-Chlorophenyl)-3-methylpiperazine-1-carbothioamide). Reaction SMILES: [Cl:1][C:2]1[CH:7]=[CH:6][C:5]([N:8]=[C:9]=[S:10])=[CH:4][CH:3]=1.[CH3:11][CH:12]1[CH2:17][NH:16][CH2:15][CH2:14][NH:13]1>ClCCl>[Cl:1][C:2]1[CH:7]=[CH:6][C:5]([NH:8][C:9]([N:16]2[CH2:15][CH2:14][NH:13][CH:12]([CH3:11])[CH2:17]2)=[S:10])=[CH:4][CH:3]=1. Procedure: A solution of 4-chlorophenyl isothiocyanate (8.0 g, 47.17 mmol) in dichloromethane (250 mL) was added dropwise over 30 minutes to an ice cooled solution of 2-methylpiperazine (9.45 g, 94.33 mmol) in dichloromethane (250 mL). Once the addition was complete, the reaction was stirred at room temperature for an hour. The reaction was then washed with water (3×), dried over MgSO4 and concentrated under reduced pressure, to give the title compound as a white solid, 11.8 g. The reactants are C[Si](C)(C)Cl (trimethylsilyl chloride), C(C)(C)(C)OC(=O)N1CCC(CC1)OC1=CC(=C(C=C1)C=O)B1OC(C(O1)(C)C)(C)C (4-[4-formyl-3-(4,4,5,5-tetramethyl-[1,3,2]dioxaborolan-2-yl)-phenoxy]-piperidine-1-carboxylic acid tert-butyl ester), C1CCOC1 (THF), [NH4+].[Cl-] (NH4Cl), BrCC(=O)OCC (ethyl bromoacetate), C1CCOC1 (THF). The reagents and catalysts are [Zn] (zinc). Run at temperature 55 celsius, time 15 minute. Yields the product C(C)OC(CC1C2=C(B(O1)O)C=C(C=C2C)OC2OCCCC2)=O ([1-Hydroxy-4-methyl-6-(tetrahydro-pyran-2-yloxy)-1,3-dihydro-benzo[c][1,2]oxaborol-3-yl]-acetic acid ethyl ester). As a reaction SMILES: [CH3:1][Si](Cl)(C)C.Br[CH2:7][C:8]([O:10][CH2:11][CH3:12])=[O:9].C(OC(N1[CH2:25][CH2:24][CH:23]([O:26][C:27]2[CH:32]=[CH:31][C:30]([CH:33]=[O:34])=[C:29]([B:35]3[O:39]C(C)(C)C(C)(C)O3)[CH:28]=2)CC1)=O)(C)(C)C.[NH4+].[Cl-].C1C[O:49][CH2:48][CH2:47]1>[Zn]>[CH2:11]([O:10][C:8](=[O:9])[CH2:7][CH:33]1[O:34][B:35]([OH:39])[C:29]2[CH:28]=[C:27]([O:26][CH:23]3[CH2:24][CH2:25][CH2:47][CH2:48][O:49]3)[CH:32]=[C:31]([CH3:1])[C:30]1=2)[CH3:12] |f:3.4|. Reported procedure: To a suspension of zinc dust (4.41 g, 67.4 mmol) in THF (30 mL) was added trimethylsilyl chloride (1.46 g, 13.5 mmol) at 40° C. The mixture was heated to 55° C. and stirred for 15 minutes. After cooling down to 37° C., ethyl bromoacetate (9.01 g, 53.9 mmol) was slowly added to the reaction mixture at 37-40° C. After addition, the resulting mixture was allowed to cool to room temperature over 30 minutes. This solution was added to a solution of 4-[4-formyl-3-(4,4,5,5-tetramethyl-[1,3,2]dioxaborol... Procedure details: 161 mg (0.338 mmol) of the compound obtained in Example 25 was dissolved in 10 ml of methanol. 0.372 ml of 1 N aqueous sodium hydroxide solution was added to the obtained solution, and they were stirred at room temperature for 4 hours. After the addition of 1 N hydrochloric acid, methanol was evaporated under reduced pressure. Water was added to the residue, and a precipitate thus formed was taken by the filtration and then recrystallized (recrystallization solvent: methanol/isopropyl ether) to ... Starting materials: [OH-].[Na+] (sodium hydroxide), ClC=1C=C(C=CC1)C1C(=C(NC(=C1C(NCC=CC1=CC=NC=C1)=O)C)C)C(=O)OCCC#N (2-cyanoethyl 4-(3-chlorophenyl)-2,6-dimethyl-5-{[3-(pyridine-4-yl)-2-propene-1-yl]carbamoyl}-1,4-dihydropyridine-3-carboxylate), Cl (hydrochloric acid). Reaction SMILES: [Cl:1][C:2]1[CH:3]=[C:4]([CH:8]2[C:13]([C:14](=[O:25])[NH:15][CH2:16][CH:17]=[CH:18][C:19]3[CH:24]=[CH:23][N:22]=[CH:21][CH:20]=3)=[C:12]([CH3:26])[NH:11][C:10]([CH3:27])=[C:9]2[C:28]([O:30]CCC#N)=[O:29])[CH:5]=[CH:6][CH:7]=1.[OH-].[Na+].Cl>CO>[Cl:1][C:2]1[CH:3]=[C:4]([CH:8]2[C:13]([C:14](=[O:25])[NH:15][CH2:16][CH:17]=[CH:18][C:19]3[CH:24]=[CH:23][N:22]=[CH:21][CH:20]=3)=[C:12]([CH3:26])[NH:11][C:10]([CH3:27])=[C:9]2[C:28]([OH:30])=[O:29])[CH:5]=[CH:6][CH:7]=1 |f:1.2|. Product: ClC=1C=C(C=CC1)C1C(=C(NC(=C1C(NCC=CC1=CC=NC=C1)=O)C)C)C(=O)O (4-(3-chlorophenyl)-2,6-dimethyl-5-{[3-(pyridine-4-yl)-2-propene-1-yl]carbamoyl}-1,4-dihydropyridine-3-carboxylic acid). Reaction conditions: time 4 hour. The solvent is CO (methanol), CO (methanol). Starting materials: C(C)(=O)OCCC1=CC2=C(SC(=C2)S(N)(=O)=O)C=C1 (5-(2-acetoxyethyl)-2-sulfamoyl benzo[b]thiophene), [OH-].[Na+] (NaOH), C(C)O (ethanol), Cl (HCl). Conditions: time 4.5 hour. The product is OCCC=1C2=C(SC1S(N)(=O)=O)C=CC=C2 (2-Hydroxyethyl-2-sulfamoylbenzo[b]thiophene). Isolated yield 97.0%. RXN SMILES: C(OCC[C:7]1[CH:19]=[CH:18][C:10]2[S:11][C:12]([S:14](=[O:17])(=[O:16])[NH2:15])=[CH:13][C:9]=2[CH:8]=1)(=O)C.[OH-].[Na+].Cl.[CH2:23]([OH:25])[CH3:24]>>[OH:25][CH2:23][CH2:24][C:13]1[C:9]2[CH:8]=[CH:7][CH:19]=[CH:18][C:10]=2[S:11][C:12]=1[S:14](=[O:16])(=[O:17])[NH2:15] |f:1.2|. Reported procedure: A solution of 5-(2-acetoxyethyl)-2-sulfamoyl benzo[b]thiophene (1.8 g, 0.006 mol), ethanol (50 ml) and 10% NaOH (50 ml) was heated at reflux. After 4.5 h, the mixture was poured into 3N HCl (150 ml) and extracted with ethyl acetate (3X). The organic extracts were washed with saturated Na2CO3, dried, filtered and concentrated to dryness to yield 1.5 g (97%) of product, m.p. 162°-164° C. Reactants: CS(C)=O, FC(F)(F)C(F)(F)C(F)(F)C(F)(F)CCI, N#C[Na], O. The product is N#CCCCC(F)(F)C(F)(F)C(F)(F)C(F)(F)F. As a reaction SMILES: [CH3:21][S:22](=[O:23])[CH3:24].[I:1][CH2:2][CH2:3][C:4]([C:5]([C:6]([C:7]([F:8])([F:9])[F:10])([F:11])[F:12])([F:13])[F:14])([F:15])[F:16].[Na:17][C:18]#[N:19].[OH2:20]>>[CH2:2]([CH2:3][C:4]([C:5]([C:6]([C:7]([F:8])([F:9])[F:10])([F:11])[F:12])([F:13])[F:14])([F:15])[F:16])[CH2:21][C:18]#[N:19]. Reactants: O=C(O)c1ccc2c(ccn2COCc2ccccc2)c1, CCO, [H][H]. RXN SMILES: [CH2:1]([c:2]1[cH:3][cH:4][cH:5][cH:6][cH:7]1)[O:8][CH2:9][n:10]1[cH:11][cH:12][c:13]2[cH:14][c:15]([C:19](=[O:20])[OH:21])[cH:16][cH:17][c:18]12.[CH3:24][CH2:25][OH:26].[H:22][H:23]>>[OH:8][CH2:9][n:10]1[cH:11][cH:12][c:13]2[cH:14][c:15]([C:19](=[O:20])[OH:21])[cH:16][cH:17][c:18]12. Yields the product O=C(O)c1ccc2c(ccn2CO)c1.